From a dataset of the Open Reaction Database (ORD), a public repository of structured organic reaction records. describe an organic reaction: reactants, conditions, products, and yield Starting materials: C(C1=CC=CC=C1)NC(C1=CC(=NC=C1)Cl)=O (N-benzyl-2-chloroisonicotinamide), N1C(CCCC1)=O (piperidin-2-one), CC(C)([O-])C.[Na+] (sodium tert-butoxide). Reagents/catalysts: C1(=CC=CC=C1)P([C-]1C=CC=C1)C1=CC=CC=C1.[C-]1(C=CC=C1)P(C1=CC=CC=C1)C1=CC=CC=C1.[Fe+2] (1,1′-bis(diphenylphosphino)ferrocene), C(C)(=O)[O-].[Pd+2].C(C)(=O)[O-] (palladium acetate). Solvent: C1(=CC=CC=C1)C (toluene). Reaction conditions: temperature 130 celsius. Yields the product C(C1=CC=CC=C1)NC(C1=CC(=NC=C1)N1C(CCCC1)=O)=O (N-benzyl-2-(2-oxopiperidin-1-yl)isonicotinamide). The yield is 21.2%. Reaction SMILES: [CH2:1]([NH:8][C:9](=[O:17])[C:10]1[CH:15]=[CH:14][N:13]=[C:12](Cl)[CH:11]=1)[C:2]1[CH:7]=[CH:6][CH:5]=[CH:4][CH:3]=1.[NH:18]1[CH2:23][CH2:22][CH2:21][CH2:20][C:19]1=[O:24].CC(C)([O-])C.[Na+]>C1(C)C=CC=CC=1.C1(P(C2C=CC=CC=2)[C-]2C=CC=C2)C=CC=CC=1.[C-]1(P(C2C=CC=CC=2)C2C=CC=CC=2)C=CC=C1.[Fe+2].C([O-])(=O)C.[Pd+2].C([O-])(=O)C>[CH2:1]([NH:8][C:9](=[O:17])[C:10]1[CH:15]=[CH:14][N:13]=[C:12]([N:18]2[CH2:23][CH2:22][CH2:21][CH2:20][C:19]2=[O:24])[CH:11]=1)[C:2]1[CH:7]=[CH:6][CH:5]=[CH:4][CH:3]=1 |f:2.3,5.6.7,8.9.10|. Reported procedure: A mixture of N-benzyl-2-chloroisonicotinamide (0.30 g, 1.22 mmol), piperidin-2-one (0.12 g, 1.22 mmol), 1,1′-bis(diphenylphosphino)ferrocene (0.03 g, 0.05 mmol), palladium acetate (0.01 g, 0.05 mmol) and sodium tert-butoxide (0.12 g, 1.22 mmol) in toluene (10 mL) was heated at 130° C. for 36 hours under nitrogen atmosphere and concentrated in vacuo to dryness. The residue was dissolved in dichloromethane (50 mL) and washed with water (30 mL). The separated organic solution was dried over anhydro...